This data is from the Open Reaction Database (ORD), a public repository of structured organic reaction records. The task is: describe an organic reaction: reactants, conditions, products, and yield The reactants are N1C(CCC=CCC1)=O (1H,3H,4H,7H,8H-azocin-2-one), F[B-](F)(F)F.C[O+](C)C (trimethyloxonium tetrafluoroborate). Run in C(Cl)Cl (methylene chloride), ClCCl (dichloromethane). Reaction conditions: time 16 hour. The product is COC=1CCC=CCCN1 (8-methoxy-2H,3H,6H,7H-azocine). Reaction SMILES: [NH:1]1[CH2:8][CH2:7][CH:6]=[CH:5][CH2:4][CH2:3][C:2]1=[O:9].F[B-](F)(F)F.[CH3:15][O+](C)C>ClCCl>[CH3:15][O:9][C:2]1[CH2:3][CH2:4][CH:5]=[CH:6][CH2:7][CH2:8][N:1]=1 |f:1.2|. Procedure: To a sample of 103 mg (0.822 mmol) of 1H,3H,4H,7H,8H-azocin-2-one in 5 mL of dichloromethane was added 183 mg (1.234 mmol) of trimethyloxonium tetrafluoroborate. The reaction was stirred at room temperature for 16 h, after which time it was diluted with 15 mL of methylene chloride and extracted twice with 5 mL of saturated aqueous NaHCO3 and once with 5 mL of brine. The organic layer was dried over MgSO4, filtered, and the concentrated under reduced pressure. The 8-methoxy-2H,3H,6H,7H-azocine th... Starting materials: BrN1C(CCC1=O)=O (N-bromosuccinimide), BrN1C(CCC1=O)=O (N-Bromosuccinimide), ClC=1C=C(C=CC1)C=1C2=C(N(C(N1)=O)CC)N=C(C=C2)CC (4-(3-chlorophenyl)-1,7-diethylpyrido[2,3-d]pyrimidin-2(1H)-one). Reagents/catalysts: N(=NC(C#N)(C)C)C(C#N)(C)C (2,2'-azobis(isobutyronitrile)), N(=NC(C#N)(C)C)C(C#N)(C)C (2,2'-azobis(isobutyronitrile)). Solvent: C(Cl)(Cl)(Cl)Cl (carbon tetrachloride). Yields the product BrC(C)C=1C=CC2=C(N(C(N=C2C2=CC(=CC=C2)Cl)=O)CC)N1 (7-(1-bromoethyl)-4-(3-chlorophenyl)-1-ethylpyrido[2,3-d]pyrimidin-2(1H)-one). Yield: 61.3%. As a reaction SMILES: [Br:1]N1C(=O)CCC1=O.[Cl:9][C:10]1[CH:11]=[C:12]([C:16]2[C:17]3[CH:28]=[CH:27][C:26]([CH2:29][CH3:30])=[N:25][C:18]=3[N:19]([CH2:23][CH3:24])[C:20](=[O:22])[N:21]=2)[CH:13]=[CH:14][CH:15]=1>C(Cl)(Cl)(Cl)Cl.N(C(C)(C)C#N)=NC(C)(C)C#N>[Br:1][CH:29]([C:26]1[CH:27]=[CH:28][C:17]2[C:16]([C:12]3[CH:13]=[CH:14][CH:15]=[C:10]([Cl:9])[CH:11]=3)=[N:21][C:20](=[O:22])[N:19]([CH2:23][CH3:24])[C:18]=2[N:25]=1)[CH3:30]. Procedure: N-Bromosuccinimide (8.94 g, 50.2 mmol) and 200 mg of 2,2'-azobis(isobutyronitrile) were added to a solution of 15.0 g (47.8 mmol) of 4-(3-chlorophenyl)-1,7-diethylpyrido[2,3-d]pyrimidin-2(1H)-one in 150 ml of carbon tetrachloride, followed by heating under reflux for 3 hours. The reaction solution was again mixed with 1.28 g (7.17 mmol) of N-bromosuccinimide and 100 mg of 2,2'-azobis(isobutyronitrile), followed by heating under reflux for 1 hour. After cooling to room temperature, insoluble matt... Reactants: 17.3, COC(CNC(=S)NN1CCN(CC1)C1=CC=C(C=C1)OC)OC (N-(2,2-dimethoxyethyl)-N'-[4-(4-methoxyphenyl)-1-piperazinyl]thiourea), ICC (iodoethane), C(C)(=O)OCC (ethyl acetate), O(C(C)C)C(C)C (2,2'-oxybispropane). The solvent is C(C)(=O)O (acetic acid). Conditions: time 3 hour. Product: I.COC(CNC(=NN1CCN(CC1)C1=CC=C(C=C1)OC)SCC)OC (ethyl N-(2,2-dimethoxyethyl)-N'-[4-(4-methoxyphenyl)-1-piperazinyl]carbamimidothioate monohydroiodide). RXN SMILES: [CH3:1][O:2][CH:3]([O:23][CH3:24])[CH2:4][NH:5][C:6]([NH:8][N:9]1[CH2:14][CH2:13][N:12]([C:15]2[CH:20]=[CH:19][C:18]([O:21][CH3:22])=[CH:17][CH:16]=2)[CH2:11][CH2:10]1)=[S:7].[I:25][CH2:26][CH3:27].C(OCC)(=O)C.O(C(C)C)C(C)C>C(O)(=O)C>[IH:25].[CH3:24][O:23][CH:3]([O:2][CH3:1])[CH2:4][NH:5][C:6]([S:7][CH2:26][CH3:27])=[N:8][N:9]1[CH2:14][CH2:13][N:12]([C:15]2[CH:20]=[CH:19][C:18]([O:21][CH3:22])=[CH:17][CH:16]=2)[CH2:11][CH2:10]1 |f:5.6|. Procedure details: A mixture of 17.3 parts of N-(2,2-dimethoxyethyl)-N'-[4-(4-methoxyphenyl)-1-piperazinyl]thiourea, 17 parts of iodoethane, 180 parts of ethyl acetate and 20 parts of acetic acid is stirred for 3 hours. Upon the addition of 2,2'-oxybispropane, the product is precipitated. It is filtered off and triturated in 4-methyl-2-pentanone. The product is filtered off and crystallized from 2-propanol, yielding 9 parts of ethyl N-(2,2-dimethoxyethyl)-N'-[4-(4-methoxyphenyl)-1-piperazinyl]carbamimidothioate mo... Starting materials: BrCC(=O)C=1C(=NOC1C)C1=CC=CC=C1 (4-(bromoacetyl)-5-methyl-3-phenylisoxazole), NC1=NC=C(C=C1)Cl (2-amino-5-chloropyridine). The product is ClC=1C=CC=2N(C1)C=C(N2)C=2C(=NOC2C)C2=CC=CC=C2 (6-Chloro-2-(5-methyl-3-phenyl-isoxazol-4-yl)-imidazo[1,2-a]pyridine). Yield: 53.0%. As a reaction SMILES: Br[CH2:2][C:3]([C:5]1[C:6]([C:11]2[CH:16]=[CH:15][CH:14]=[CH:13][CH:12]=2)=[N:7][O:8][C:9]=1[CH3:10])=O.[NH2:17][C:18]1[CH:23]=[CH:22][C:21]([Cl:24])=[CH:20][N:19]=1>>[Cl:24][C:21]1[CH:22]=[CH:23][C:18]2[N:19]([CH:2]=[C:3]([C:5]3[C:6]([C:11]4[CH:16]=[CH:15][CH:14]=[CH:13][CH:12]=4)=[N:7][O:8][C:9]=3[CH3:10])[N:17]=2)[CH:20]=1. Reported procedure: As described for Example 1, 4-(bromoacetyl)-5-methyl-3-phenylisoxazole (commercially available) (140 mg, 0.5 mmol) was converted, using 2-amino-5-chloropyridine instead of 2-aminopyridine, to the title compound (82 mg, 53%) which was obtained as a yellow gum. MS: m/e=310.3[M+H]+.